Dataset: the Open Reaction Database (ORD), a public repository of structured organic reaction records. Task: describe an organic reaction: reactants, conditions, products, and yield Reactants: C=O (formaldehyde), Cl.Cl.N1[C@@H](CCC1)C1=CC2=NC(=CC=C2O1)Cl (2-(2-(S)-pyrrolidinyl)-5-chlorofuro[3,2-b]pyridine dihydrochloride), C(=O)([O-])[O-].[K+].[K+] (K2CO3). The solvent is C(=O)O (formic acid). Product: Cl.ClC1=CC=C2C(=N1)C=C(O2)[C@H]2N(CCC2)C (5-chloro-2-(1-methyl-2-(S)-pyrrolidinyl)-furo[3,2-b]pyridine hydrochloride). Reaction SMILES: Cl.Cl.[NH:3]1[CH2:7][CH2:6][CH2:5][C@H:4]1[C:8]1[O:16][C:15]2[C:10](=[N:11][C:12]([Cl:17])=[CH:13][CH:14]=2)[CH:9]=1.C=O.[C:20]([O-])([O-])=O.[K+].[K+]>C(O)=O>[ClH:17].[Cl:17][C:12]1[N:11]=[C:10]2[CH:9]=[C:8]([C@@H:4]3[CH2:5][CH2:6][CH2:7][N:3]3[CH3:20])[O:16][C:15]2=[CH:14][CH:13]=1 |f:0.1.2,4.5.6,8.9|. Reported procedure: A 660 mg (1.04 mmol) sample of 2-(2-(S)-pyrrolidinyl)-5-chlorofuro[3,2-b]pyridine dihydrochloride, from Example 11e above, was dissolved in 5 mL of 88% formic acid and 10 mL of 37% aqueous formaldehyde and heated at reflux for 1 hour. The reaction mixture was cooled, poured into saturated K2CO3, and the mixture was extracted with CH2Cl2. The extract was dried over MgSO4, and the solvent was removed. The residue was chromatographed on silica gel, eluting with 100:0 to 95:5 CHCl3 :MeOH. The residu... Reactants: C(C)(=O)OCCN(C(=O)C1(C(C(C(C2=CC=CC=C12)=O)C1=NS(C2=C(N1)C=CC(=C2)NS(=O)(=O)C)(=O)=O)=O)CCC(C)C)C (2-{methyl[(1-(3-methylbutyl)-3-{7-[(methylsulfonyl)amino]-1,1-dioxido-4H-1,2,4-benzothiadiazin-3-yl}-2,4-dioxo-1,2,3,4-tetrahydronaphthalen-1-yl)carbonyl]amino}ethyl Acetate), C(C)(=O)OC[C@@H]1N(CCC1)C(=O)[C@@]1(C(C(=C(C2=CC=CC=C12)O)C1=NS(C2=C(N1)C=CC(=C2)NS(=O)(=O)C)(=O)=O)=O)CCC(C)C ({(2R)-1-[((1S)-4-hydroxy-1-(3-methylbutyl)-3-{7-[(methylsulfonyl)amino]-1,1-dioxido-4H-1,2,4-benzothiadiazin-3-yl}-2-oxo-1,2-dihydronaphthalen-1-yl)carbonyl]pyrrolidin-2-yl}methyl Acetate). Product: OCCN(C(=O)C1(C(C(C(C2=CC=CC=C12)=O)C1=NS(C2=C(N1)C=CC(=C2)NS(=O)(=O)C)(=O)=O)=O)CCC(C)C)C (N-(2-hydroxyethyl)-N-methyl-1-(3-methylbutyl)-3-{7-[(methylsulfonyl)amino]-1,1-dioxido-4H-1,2,4-benzothiadiazin-3-yl}-2,4-dioxo-1,2,3,4-tetrahydronaphthalene-1-carboxamide). As a reaction SMILES: C([O:4][CH2:5][CH2:6][N:7]([CH3:44])[C:8]([C:10]1([CH2:39][CH2:40][CH:41]([CH3:43])[CH3:42])[C:19]2[C:14](=[CH:15][CH:16]=[CH:17][CH:18]=2)[C:13](=[O:20])[CH:12]([C:21]2[NH:26][C:25]3[CH:27]=[CH:28][C:29]([NH:31][S:32]([CH3:35])(=[O:34])=[O:33])=[CH:30][C:24]=3[S:23](=[O:37])(=[O:36])[N:22]=2)[C:11]1=[O:38])=[O:9])(=O)C.C(OC[C@H]1CCCN1C([C@@]1(CCC(C)C)C2C(=CC=CC=2)C(O)=C(C2NC3C=CC(NS(C)(=O)=O)=CC=3S(=O)(=O)N=2)C1=O)=O)(=O)C>>[OH:4][CH2:5][CH2:6][N:7]([CH3:44])[C:8]([C:10]1([CH2:39][CH2:40][CH:41]([CH3:42])[CH3:43])[C:19]2[C:14](=[CH:15][CH:16]=[CH:17][CH:18]=2)[C:13](=[O:20])[CH:12]([C:21]2[NH:26][C:25]3[CH:27]=[CH:28][C:29]([NH:31][S:32]([CH3:35])(=[O:33])=[O:34])=[CH:30][C:24]=3[S:23](=[O:36])(=[O:37])[N:22]=2)[C:11]1=[O:38])=[O:9]. Procedure details: The title compound was prepared using the procedure described for Example 172 substituting the product of Example 176G for the product of Example 171G. The title compound was purified by column chromatography on silica gel using a solvent gradient of 2-6% methanol in chloroform, and was obtained as a colorless solid. 1H NMR (300 MHz, DMSO-d6) δ 0.49 (m, 1H), 0.62 (d, J=6.62 Hz, 3H), 0.67 (d, J=6.62 Hz, 3H), 0.92 (m, 2H), 1.27 (m, 1H), 1.86 (m, 1H), 2.15 (m, 1H), 2.33 (s, 3H), 3.00 (s, 3H), 3.14 ... Reactants: CC(C)N1CCN(Cc2nnc(-c3cc(Br)cc4c3cnn4C)o2)CC1, C1COCCO1, CC1(C)OB(c2cccc3[nH]ccc23)OC1(C)C, [Na+], [Na+], O=C([O-])[O-], O. Product: CC(C)N1CCN(Cc2nnc(-c3cc(-c4cccc5[nH]ccc45)cc4c3cnn4C)o2)CC1. As a reaction SMILES: [Br:1][c:2]1[cH:3][c:4](-[c:12]2[o:13][c:14]([CH2:17][N:18]3[CH2:19][CH2:20][N:21]([CH:24]([CH3:25])[CH3:26])[CH2:22][CH2:23]3)[n:15][n:16]2)[c:5]2[cH:6][n:7][n:8]([CH3:11])[c:9]2[cH:10]1.[CH2:51]1[O:52][CH2:53][CH2:54][O:55][CH2:56]1.[CH3:27][C:28]1([CH3:29])[C:30]([CH3:31])([CH3:32])[O:33][B:34]([c:35]2[c:36]3[cH:37][cH:38][nH:39][c:40]3[cH:41][cH:42][cH:43]2)[O:44]1.[Na+:45].[Na+:46].[O-:47][C:48](=[O:49])[O-:50].[OH2:57]>>[c:2]1(-[c:35]2[c:36]3[cH:37][cH:38][nH:39][c:40]3[cH:41][cH:42][cH:43]2)[cH:3][c:4](-[c:12]2[o:13][c:14]([CH2:17][N:18]3[CH2:19][CH2:20][N:21]([CH:24]([CH3:25])[CH3:26])[CH2:22][CH2:23]3)[n:15][n:16]2)[c:5]2[cH:6][n:7][n:8]([CH3:11])[c:9]2[cH:10]1. Reactants: CCOC(=O)CC1CCCc2cc(OCc3cccc(-c4c(C)cccc4C)c3)ccc21, CCO, Cl, [Na+], C1CCOC1, [OH-], O. Yields the product Cc1cccc(C)c1-c1cccc(COc2ccc3c(c2)CCCC3CC(=O)O)c1. RXN SMILES: [CH3:1][c:2]1[c:3](-[c:9]2[cH:10][c:11]([CH2:15][O:16][c:17]3[cH:18][c:19]4[c:24]([cH:25][cH:26]3)[CH:23]([CH2:27][C:28](=[O:29])[O:30][CH2:31][CH3:32])[CH2:22][CH2:21][CH2:20]4)[cH:12][cH:13][cH:14]2)[c:4]([CH3:8])[cH:5][cH:6][cH:7]1.[CH3:33][CH2:34][OH:35].[ClH:38].[Na+:37].[O:40]1[CH2:41][CH2:42][CH2:43][CH2:44]1.[OH-:36].[OH2:39]>>[CH3:1][c:2]1[c:3](-[c:9]2[cH:10][c:11]([CH2:15][O:16][c:17]3[cH:18][c:19]4[c:24]([cH:25][cH:26]3)[CH:23]([CH2:27][C:28](=[O:29])[OH:30])[CH2:22][CH2:21][CH2:20]4)[cH:12][cH:13][cH:14]2)[c:4]([CH3:8])[cH:5][cH:6][cH:7]1. The reactants are N1=CC=C(C=C1)CC(=O)OCC (ethyl 4-pyridinylacetate), C[Si](C)(C)[N-][Si](C)(C)C.[Na+] (NaHMDS), ClC(C=1C=C(C=CC1)C=1C=C(C=C2C=CC=NC12)C(C)C)C1=CC=C(C=C1)Cl (8-{3-[Chloro-(4-chloro-phenyl)-methyl]-phenyl}-6-isopropyl-quinoline). Run in [Cl-].[NH4+] (ammonium chloride), C(C)(=O)OCC (ethyl acetate), C1CCOC1.CN(C)P(=O)(N(C)C)N(C)C (THF HMPA). Run at temperature 21 celsius, time 60 minute. The product is C(C)OC(C(C(C1=CC(=CC=C1)C=1C=C(C=C2C=CC=NC12)C(C)C)C1=CC=C(C=C1)Cl)C1=CC=NC=C1)=O (3-(4-Chloro-phenyl)-3-[3-(6-isopropyl-quinolin-8-yl)-phenyl]-2-pyridin-4-yl-propionic acid ethyl ester). Reaction SMILES: [N:1]1[CH:6]=[CH:5][C:4]([CH2:7][C:8]([O:10][CH2:11][CH3:12])=[O:9])=[CH:3][CH:2]=1.C[Si]([N-][Si](C)(C)C)(C)C.[Na+].Cl[CH:24]([C:44]1[CH:49]=[CH:48][C:47]([Cl:50])=[CH:46][CH:45]=1)[C:25]1[CH:26]=[C:27]([C:31]2[CH:32]=[C:33]([CH:41]([CH3:43])[CH3:42])[CH:34]=[C:35]3[C:40]=2[N:39]=[CH:38][CH:37]=[CH:36]3)[CH:28]=[CH:29][CH:30]=1>C1COCC1.CN(P(N(C)C)(N(C)C)=O)C.[Cl-].[NH4+].C(OCC)(=O)C>[CH2:11]([O:10][C:8](=[O:9])[CH:7]([C:4]1[CH:5]=[CH:6][N:1]=[CH:2][CH:3]=1)[CH:24]([C:44]1[CH:49]=[CH:48][C:47]([Cl:50])=[CH:46][CH:45]=1)[C:25]1[CH:30]=[CH:29][CH:28]=[C:27]([C:31]2[CH:32]=[C:33]([CH:41]([CH3:43])[CH3:42])[CH:34]=[C:35]3[C:40]=2[N:39]=[CH:38][CH:37]=[CH:36]3)[CH:26]=1)[CH3:12] |f:1.2,4.5,6.7|. Procedure: To a solution of ethyl 4-pyridinylacetate (1.28 g, 7.74 mmol) in THF/HMPA (3:1, 5 mL) at −10° C. was added NaHMDS (1M, 7.8 mL, 7.8 mmol) dropwise. After 60 min., the crude chloride from Step 2 above was added and the resulting reaction mixture was stirred for 18 h at 21° C., and then diluted with a saturated ammonium chloride solution and ethyl acetate. The organic extracts were washed (H2O, brine), dried (MgSO4), filtered and concentrated. Reactants: F[B-](F)(F)F, CCOC(C)=O, CCO, Cc1cc(C(=O)O)ccc1C(=O)N1CCCC1, CN(C)C=O, CCN(C(C)C)C(C)C, NCc1cc2cc(Cl)ccc2[nH]1, Cl, N, CN(C)C(On1nnc2ccccc21)=[N+](C)C. Product: Cc1cc(C(=O)NCc2cc3cc(Cl)ccc3[nH]2)ccc1C(=O)N1CCCC1. Reaction SMILES: [B-:18]([F:19])([F:20])([F:21])[F:22].[C:65]([O:66][CH2:67][CH3:68])(=[O:69])[CH3:70].[CH2:62]([OH:63])[CH3:64].[CH3:1][c:2]1[cH:3][c:4]([C:5](=[O:6])[OH:7])[cH:8][cH:9][c:10]1[C:11](=[O:12])[N:13]1[CH2:14][CH2:15][CH2:16][CH2:17]1.[CH3:72][N:73]([CH3:74])[CH:75]=[O:76].[CH:40]([N:41]([CH:42]([CH3:43])[CH3:44])[CH2:45][CH3:46])([CH3:47])[CH3:48].[Cl:49][c:50]1[cH:51][c:52]2[cH:53][c:54]([CH2:59][NH2:60])[nH:55][c:56]2[cH:57][cH:58]1.[Cl:71].[NH3:61].[n:23]1([O:24][C:25]([N:26]([CH3:27])[CH3:28])=[N+:29]([CH3:30])[CH3:31])[c:32]2[cH:33][cH:34][cH:35][cH:36][c:37]2[n:38][n:39]1>>[CH3:1][c:2]1[cH:3][c:4]([C:5](=[O:7])[NH:60][CH2:59][c:54]2[cH:53][c:52]3[cH:51][c:50]([Cl:49])[cH:58][cH:57][c:56]3[nH:55]2)[cH:8][cH:9][c:10]1[C:11](=[O:12])[N:13]1[CH2:14][CH2:15][CH2:16][CH2:17]1. Starting materials: [H-], NOP(=O)(c1ccccc1)c1ccccc1, [Na+], CN(C)C=O, N#Cc1c[nH]c(C#N)c1. Product: N#Cc1cc(C#N)n(N)c1. As a reaction SMILES: [H-:11].[NH2:12][O:13][P:14](=[O:15])([c:16]1[cH:17][cH:18][cH:19][cH:20][cH:21]1)[c:22]1[cH:23][cH:24][cH:25][cH:26][cH:27]1.[Na+:10].[O:28]=[CH:29][N:30]([CH3:31])[CH3:32].[nH:1]1[c:2]([C:8]#[N:9])[cH:3][c:4]([C:6]#[N:7])[cH:5]1>>[n:1]1([NH2:12])[c:2]([C:8]#[N:9])[cH:3][c:4]([C:6]#[N:7])[cH:5]1.